Dataset: the Open Reaction Database (ORD), a public repository of structured organic reaction records. Task: describe an organic reaction: reactants, conditions, products, and yield Reactants: ClC1=NC=NC(=C1)OCC#CC (4-chloro-6-(2-butynyloxy)pyrimidine), [Cl-].[NH4+] (ammonium chloride), CC(C)([O-])C.[K+] (potassium t-butoxide), FC1=C(C=CC=C1)CC#N ((2-fluorophenyl)acetonitrile). The solvent is O1CCCC1 (tetrahydrofuran), O1CCCC1 (tetrahydrofuran). Reaction conditions: time 4 hour. Yields the product C(C#CC)OC1=CC=NC=N1 (6-(2-butynyloxy)pyrimidine), compound ( 145 ). RXN SMILES: CC(C)([O-])C.[K+].FC1C=CC=CC=1CC#N.Cl[C:18]1[CH:23]=[C:22]([O:24][CH2:25][C:26]#[C:27][CH3:28])[N:21]=[CH:20][N:19]=1.[Cl-].[NH4+]>O1CCCC1>[CH2:25]([O:24][C:22]1[N:21]=[CH:20][N:19]=[CH:18][CH:23]=1)[C:26]#[C:27][CH3:28] |f:0.1,4.5|. Procedure: In 40 ml of tetrahydrofuran was suspended 4.61 g of potassium t-butoxide, to which 4.44 g of (2-fluorophenyl)acetonitrile was added under ice cooling. Then, a solution of 5.00 g of 4-chloro-6-(2-butynyloxy)pyrimidine in 20 ml of tetrahydrofuran was added at 0° C., followed by stirring at room temperature for 4 hours. The reaction mixture was then poured into a saturated aqueous ammonium chloride solution and extracted three times with chloroform. The chloroform layers were combined and washed wi... Reactants: FC1=C(C=C(C=C1)NC(C1=CC=CC=C1)=O)[N+](=O)[O-] (N-(4-fluoro-3-nitrophenyl)-benzamide), [Na] (sodium), CO (methanol). The solvent is ClCCl.CO (dichloromethane methanol). Product: [N+](=O)([O-])C=1C=C(C=CC1OC)NC(C1=CC=CC=C1)=O (N-(3-Nitro-4-methoxyphenyl)-benzamide). Reaction SMILES: F[C:2]1[CH:7]=[CH:6][C:5]([NH:8][C:9](=[O:16])[C:10]2[CH:15]=[CH:14][CH:13]=[CH:12][CH:11]=2)=[CH:4][C:3]=1[N+:17]([O-:19])=[O:18].[Na].[CH3:21][OH:22]>ClCCl.CO>[N+:17]([C:3]1[CH:4]=[C:5]([NH:8][C:9](=[O:16])[C:10]2[CH:15]=[CH:14][CH:13]=[CH:12][CH:11]=2)[CH:6]=[CH:7][C:2]=1[O:22][CH3:21])([O-:19])=[O:18] |f:3.4,^1:19|. Procedure details: Prepared according to the procedure described for Example 10, Step A from N-(4-fluoro-3-nitrophenyl)-benzamide (5.2 g, 20 mmol) and sodium (1.3 g, 57 mmol) using methanol in place of ethanol to afford the product (3.7 g) after chromatography on silica gel in dichloromethane/methanol 99:1. Starting materials: [Cl-].[Ca+2].[Cl-] (calcium chloride), [Na+].S(=O)(=O)(O)C=1C=C(C=C(C(=O)[O-])C1)C(=O)[O-].[Na+] (5-sulfoisophthalic acid sodium salt), ion, [Na] (sodium). Solvent: ion, O (water), O (water), O (water). Conditions: temperature 10 celsius. The product is [Ca+2].S(=O)(=O)(O)C=1C=C(C=C(C(=O)[O-])C1)C(=O)[O-] (5-sulfoisophthalic acid calcium salt). Reaction SMILES: [Na+].[S:2]([C:6]1[CH:7]=[C:8]([C:15]([O-:17])=[O:16])[CH:9]=[C:10]([CH:14]=1)[C:11]([O-:13])=[O:12])([OH:5])(=[O:4])=[O:3].[Na+].[Na].[Cl-].[Ca+2:21].[Cl-]>O>[Ca+2:21].[S:2]([C:6]1[CH:7]=[C:8]([C:15]([O-:17])=[O:16])[CH:9]=[C:10]([CH:14]=1)[C:11]([O-:13])=[O:12])([OH:5])(=[O:4])=[O:3] |f:0.1.2,4.5.6,8.9,^1:18|. Reported procedure: 268 Grams of 5-sulfoisophthalic acid sodium salt were placed together with 500 g of ion exchanged water in a reactor equipped with a stirrer. The contents in the reactor were heated with stirring to 80° C. so that the sodium salt was dissolved in water. A solution of calcium chloride dissolved in an amount of 55.5 g into 100 g of ion exchanged water was then gradually added dropwise to the thus obtained solution. The resulting mixture was concentrated by evaporation to remove 250 g of water and ... Reactants: O (water), C([O-])([O-])=O.[K+].[K+] (potassium carbonate), N1CCCC1 (pyrrolidine), C(C1=CC=CC=C1)N1C(=NC=2N(C(N3C(C12)=N[C@@H](C3)CC3=CC=CC=C3)=O)CCC)Br ((R)-1,8-Dibenzyl-2-bromo-7,8-dihydro-4-(n-propyl)-1H-imidazo[2,1-i]purin-5(4H)-one). The solvent is CN(C=O)C (N,N-dimethylformamide). Reaction conditions: temperature 100 celsius. Yields the product C(C1=CC=CC=C1)N1C(=NC=2N(C(N3C(C12)=N[C@@H](C3)CC3=CC=CC=C3)=O)CCC)N3CCCC3 ((R)-1,8-Dibenzyl-7,8-dihydro-4-(n-propyl)-2-(1-pyrrolidinyl)imidazo-[2,1-i]purin-5(4H)-one). The yield is 94.9%. Reaction SMILES: [CH2:1]([N:8]1[C:16]2[C:15]3=[N:17][C@H:18]([CH2:20][C:21]4[CH:26]=[CH:25][CH:24]=[CH:23][CH:22]=4)[CH2:19][N:14]3[C:13](=[O:27])[N:12]([CH2:28][CH2:29][CH3:30])[C:11]=2[N:10]=[C:9]1Br)[C:2]1[CH:7]=[CH:6][CH:5]=[CH:4][CH:3]=1.C(=O)([O-])[O-].[K+].[K+].[NH:38]1[CH2:42][CH2:41][CH2:40][CH2:39]1.O>CN(C)C=O>[CH2:1]([N:8]1[C:16]2[C:15]3=[N:17][C@H:18]([CH2:20][C:21]4[CH:26]=[CH:25][CH:24]=[CH:23][CH:22]=4)[CH2:19][N:14]3[C:13](=[O:27])[N:12]([CH2:28][CH2:29][CH3:30])[C:11]=2[N:10]=[C:9]1[N:38]1[CH2:42][CH2:41][CH2:40][CH2:39]1)[C:2]1[CH:7]=[CH:6][CH:5]=[CH:4][CH:3]=1 |f:1.2.3|. Procedure details: Compound 35 (500 mg, 1.05 mmol) obtained in Example 35 was dissolved in N,N-dimethylformamide (15 mL), to the solution were added potassium carbonate (430 mg, 3.11 mmol, 3.0 equivalents) and pyrrolidine (260 μL, 3.11 mmol, 3.0 equivalents), and then the mixture was stirred with heating at 100° C. for 3.5 hours. To the reaction solution was added water, the mixture was extracted with ethyl acetate, and the extract was washed with saturated aqueous sodium chloride, dried over anhydrous sodium sulf... The reactants are C1C2N(CCN1)CCCC2 (2,3,4,6,7,8,9,9a-Octahydro-1H-pyrido[1,2-a]pyrazine), ClC=1N=CC(=NC1)C(=O)NC=1NN=C(C1)CCC1=CC(=CC(=C1)OC)OC (5-chloro-N-[5-[2-(3,5-dimethoxyphenyl)ethyl]-2H-pyrazol-3-yl]pyrazine-2-carboxamide). Solvent: CS(=O)C (dimethylsulfoxide). Conditions: temperature 100 celsius, time 18 hour. Product: C1N(CCN2C1CCCC2)C=2N=CC(=NC2)C(=O)NC=2NN=C(C2)CCC2=CC(=CC(=C2)OC)OC (5-(1,3,4,6,7,8,9,9a-Octahydropyrido[2,1-c]pyrazin-2-yl)-N-[5-[2-(3,5-dimethoxyphenyl)ethyl]-2H-pyrazol-3-yl]pyrazine-2-carboxamide). RXN SMILES: [CH2:1]1[NH:6][CH2:5][CH2:4][N:3]2[CH2:7][CH2:8][CH2:9][CH2:10][CH:2]12.Cl[C:12]1[N:13]=[CH:14][C:15]([C:18]([NH:20][C:21]2[NH:22][N:23]=[C:24]([CH2:26][CH2:27][C:28]3[CH:33]=[C:32]([O:34][CH3:35])[CH:31]=[C:30]([O:36][CH3:37])[CH:29]=3)[CH:25]=2)=[O:19])=[N:16][CH:17]=1>CS(C)=O>[CH2:1]1[CH:2]2[CH2:10][CH2:9][CH2:8][CH2:7][N:3]2[CH2:4][CH2:5][N:6]1[C:12]1[N:13]=[CH:14][C:15]([C:18]([NH:20][C:21]2[NH:22][N:23]=[C:24]([CH2:26][CH2:27][C:28]3[CH:33]=[C:32]([O:34][CH3:35])[CH:31]=[C:30]([O:36][CH3:37])[CH:29]=3)[CH:25]=2)=[O:19])=[N:16][CH:17]=1. Procedure details: 2,3,4,6,7,8,9,9a-Octahydro-1H-pyrido[1,2-a]pyrazine (477 mg, 3.40 mmol) was added in one portion to 5-chloro-N-[5-[2-(3,5-dimethoxyphenyl)ethyl]-2H-pyrazol-3-yl]pyrazine-2-carboxamide (659 mg, 1.70 mmol) in anhydrous dimethylsulfoxide (1.70 ml) at 25° C. The resulting solution was stirred at 100° C. for 18 h. The crude product was purified by ion exchange chromatography, using an SCX column. The desired product was eluted from the column using 7M NH3/MeOH to afford impure material. The concentra... Reactants: C(C1=CN=CC=C1)=O (nicotinaldehyde), C(CCC)[Li] (n-butyllithium), 2-bromo-6-napthyl methyl ketone ethylene acetal, CCCCCC (hexane), Cl (HCl). The solvent is CCOCC (ether), CCOCC (ether). Run at time 1 hour. The product is C1=CC=CC2=CC=CC=C12 (naphthalene). RXN SMILES: [CH2:1]([Li])[CH2:2][CH2:3][CH3:4].C(=O)C1C=CC=NC=1.Cl.[CH3:15][CH2:16][CH2:17][CH2:18][CH2:19][CH3:20]>CCOCC>[CH:1]1[C:16]2[C:17](=[CH:18][CH:19]=[CH:20][CH:15]=2)[CH:4]=[CH:3][CH:2]=1. Procedure details: 36.1 ml (57.75 mmol) of 1.6 M n-butyllithium in hexane are added dropwise, under argon, to a stirred solution of 16.1 g (55 mmol) of 2-bromo-6-napthyl methyl ketone ethylene acetal in 120 ml of absolute ether at -70° C. The mixture is then allowed to reach 0° C. and is stirred for one hour. Then, at -30° C., 6.19 g (57.75 mmol, 5.45 ml) of nicotinaldehyde in 15 ml of absolute ether are added dropwise. The mixture is subsequently allowed to reach room temperature within one hour, and is stirred f...